From a dataset of the Open Reaction Database (ORD), a public repository of structured organic reaction records. describe an organic reaction: reactants, conditions, products, and yield Reactants: CNC(=O)C1=CC=CC=2SC(=CC21)C2=NC(=NC=C2Br)NCCC2CCNCC2 (2-[5-bromo-2-(2-piperidin-4-yl-ethylamino)-pyrimidin-4-yl]-benzo[b]thiophene-4-carboxylic acid methylamide), Cl.Cl.C1(CC1)NC(=O)C1=CC=CC=2SC(=CC21)C2=NC(=NC=C2Cl)NCCCC2CCN(CC2)C2CC2 (2-{5-chloro-2-[3-(1-cyclopropylpiperidin-4-yl)-propylamino]-pyrimidin-4-yl}-benzo[b]thiophene-4-carboxylic acid cyclopropylamide di-hydrochloride). Product: Cl.Cl.CNC(=O)C1=CC=CC=2SC(=CC21)C2=NC(=NC=C2Br)NCCC2CCN(CC2)C2CC2 (2-{5-Bromo-2-[2-(1-cyclopropylpiperidin-4-yl)-ethylamino]-pyrimidin-4-yl}-benzo[b]thiophene-4-carboxylic acid methylamide di-hydrochloride). As a reaction SMILES: [ClH:1].Cl.[CH:3]1(NC(C2C3C=C(C4C([Cl:24])=CN=C(NCCCC5CCN(C6CC6)CC5)N=4)SC=3C=CC=2)=O)[CH2:5][CH2:4]1.[CH3:38][NH:39][C:40]([C:42]1[C:50]2[CH:49]=[C:48]([C:51]3[C:56]([Br:57])=[CH:55][N:54]=[C:53]([NH:58][CH2:59][CH2:60][CH:61]4[CH2:66][CH2:65][NH:64][CH2:63][CH2:62]4)[N:52]=3)[S:47][C:46]=2[CH:45]=[CH:44][CH:43]=1)=[O:41]>>[ClH:24].[ClH:1].[CH3:38][NH:39][C:40]([C:42]1[C:50]2[CH:49]=[C:48]([C:51]3[C:56]([Br:57])=[CH:55][N:54]=[C:53]([NH:58][CH2:59][CH2:60][CH:61]4[CH2:62][CH2:63][N:64]([CH:3]5[CH2:5][CH2:4]5)[CH2:65][CH2:66]4)[N:52]=3)[S:47][C:46]=2[CH:45]=[CH:44][CH:43]=1)=[O:41] |f:0.1.2,4.5.6|. Reported procedure: Using the method of 2-{5-chloro-2-[3-(1-cyclopropylpiperidin-4-yl)-propylamino]-pyrimidin-4-yl}-benzo[b]thiophene-4-carboxylic acid cyclopropylamide di-hydrochloride, the title compound is synthesized from 2-[5-bromo-2-(2-piperidin-4-yl-ethylamino)-pyrimidin-4-yl]-benzo[b]thiophene-4-carboxylic acid methylamide and isolated as a yellow solid. ES+(m/z) 514 (79Br) and 516 (81Br) [M(free base)+H].